This data is from the Open Reaction Database (ORD), a public repository of structured organic reaction records. The task is: describe an organic reaction: reactants, conditions, products, and yield Reactants: CSc1ccc2c(Nc3cc(C)[nH]n3)nn(C(C)C)c(=O)c2c1, C1COCCO1, O, O. Yields the product Cc1cc(Nc2nn(C(C)C)c(=O)c3cc(S(C)(=O)=O)ccc23)n[nH]1. Reaction SMILES: [CH:1]([CH3:2])([CH3:3])[n:4]1[c:5](=[O:23])[c:6]2[cH:7][c:8]([S:21][CH3:22])[cH:9][cH:10][c:11]2[c:12]([NH:14][c:15]2[n:16][nH:17][c:18]([CH3:20])[cH:19]2)[n:13]1.[O:25]1[CH2:26][CH2:27][O:28][CH2:29][CH2:30]1.[OH2:24].[OH2:31]>>[CH:1]([CH3:2])([CH3:3])[n:4]1[c:5](=[O:23])[c:6]2[cH:7][c:8]([S:21]([CH3:22])(=[O:24])=[O:25])[cH:9][cH:10][c:11]2[c:12]([NH:14][c:15]2[n:16][nH:17][c:18]([CH3:20])[cH:19]2)[n:13]1.